Dataset: the Open Reaction Database (ORD), a public repository of structured organic reaction records. Task: describe an organic reaction: reactants, conditions, products, and yield As a reaction SMILES: [CH3:27][CH2:28][OH:29].[Cl:1][c:2]1[c:3]([F:24])[cH:4][c:5]2[c:6](=[O:23])[c:7]([C:18](=[O:19])[O:20][CH2:21][CH3:22])[c:8]3[n:9]([c:10]2[cH:11]1)[CH:12]([O:15][CH2:16][CH3:17])[CH2:13][S:14]3.[Na+:26].[OH-:25]>>[Cl:1][c:2]1[c:3]([F:24])[cH:4][c:5]2[c:6](=[O:23])[c:7]([C:18](=[O:19])[OH:20])[c:8]3[n:9]([c:10]2[cH:11]1)[CH:12]([O:15][CH2:16][CH3:17])[CH2:13][S:14]3. Reactants: CCO, CCOC(=O)c1c2n(c3cc(Cl)c(F)cc3c1=O)C(OCC)CS2, [Na+], [OH-]. The product is CCOC1CSc2c(C(=O)O)c(=O)c3cc(F)c(Cl)cc3n21. Starting materials: BrC1=CC=C(C=C1)C(F)(F)F (4-bromobenzotrifluoride), C(#N)CC(=O)OCC (ethyl cyanoacetate). The reagents and catalysts are C=1C=CC(=CC1)/C=C/C(=O)/C=C/C2=CC=CC=C2.C=1C=CC(=CC1)/C=C/C(=O)/C=C/C2=CC=CC=C2.[Pd] (Pd(dba)2). The product is FC(C1=CC=C(C=C1)C(C(=O)OCC)C#N)(F)F (Ethyl 2-(4-Trifluoromethylphenyl)cyanoacetate). Yield: 82.0%. As a reaction SMILES: Br[C:2]1[CH:7]=[CH:6][C:5]([C:8]([F:11])([F:10])[F:9])=[CH:4][CH:3]=1.[C:12]([CH2:14][C:15]([O:17][CH2:18][CH3:19])=[O:16])#[N:13]>C1C=CC(/C=C/C(/C=C/C2C=CC=CC=2)=O)=CC=1.C1C=CC(/C=C/C(/C=C/C2C=CC=CC=2)=O)=CC=1.[Pd]>[F:9][C:8]([F:11])([F:10])[C:5]1[CH:6]=[CH:7][C:2]([CH:14]([C:12]#[N:13])[C:15]([O:17][CH2:18][CH3:19])=[O:16])=[CH:3][CH:4]=1 |f:2.3.4|. Reported procedure: Method A of the above general procedure was followed using 4-bromobenzotrifluoride (226 mg, 1.01 mmol), ethyl cyanoacetate (123 mg, 1.09 mmol), pentaphenylferrocenyl ligand (14 mg, 0.020 mmol) and Pd(dba)2 (6.0 mg, 0.010 mmol). The reaction mixture was purified by column chromatography on silica gel (1:3 dichloromethane/hexanes) to give the desired product (213 mg, 82%) as a colorless oil: 1H NMR (CDCl3) δ 7.71-7.69 (m, 2H), 7.63-7.60 (m, 2H), 4.80 (s, 1H), 4.27 (dq, 7.2, 1.2 Hz, 2H), 1.30 (t, 7... The reactants are COC=1C=C(C(=O)OCC(=O)C=2C=C3CCC(NC3=CC2)=O)C=CC1OC (6-[2-(3,4-dimethoxybenzoyloxy)acetyl]-3,4-dihydro-carbostyril), C(C)(=O)[O-].[NH4+] (ammonium acetate). Solvent: C(C)(=O)O (acetic acid). Reaction conditions: temperature 130 celsius, time 3 hour. Product: COC=1C=C(C=CC1OC)C=1OC=C(N1)C=1C=C2CCC(NC2=CC1)=O (2-(3,4-dimethoxyphenyl)-4-(3,4-dihydrocarbostyril-6-yl)oxazole). The yield is 6.3%. RXN SMILES: [CH3:1][O:2][C:3]1[CH:4]=[C:5]([CH:23]=[CH:24][C:25]=1[O:26][CH3:27])[C:6]([O:8][CH2:9][C:10]([C:12]1[CH:13]=[C:14]2[C:19](=[CH:20][CH:21]=1)[NH:18][C:17](=[O:22])[CH2:16][CH2:15]2)=O)=O.C([O-])(=O)C.[NH4+:32]>C(O)(=O)C>[CH3:1][O:2][C:3]1[CH:4]=[C:5]([C:6]2[O:8][CH:9]=[C:10]([C:12]3[CH:13]=[C:14]4[C:19](=[CH:20][CH:21]=3)[NH:18][C:17](=[O:22])[CH2:16][CH2:15]4)[N:32]=2)[CH:23]=[CH:24][C:25]=1[O:26][CH3:27] |f:1.2|. Reported procedure: In 25 ml of acetic acid was dissolved 2 g of 6-[2-(3,4-dimethoxybenzoyloxy)acetyl]-3,4-dihydro-carbostyril. Thereto was added 2 g of ammonium acetate. The mixture was stirred at 130° C. for 3 hours with heating. The solvent was removed by distillation. The residue was dissolved in ethanol. The solution was treated with active carbon, and then recrystallization was conducted to obtain 120 mg of 2-(3,4-dimethoxyphenyl)-4-(3,4-dihydrocarbostyril-6-yl)oxazole as light brown acicular crystals. Reactants: ClC1=NC(=NC=C1)OCC[Si](C)(C)C (4-Chloro-2-trimethylsilylethoxy-pyrimidine), CO[C@H]1[C@@H](OC(C2=CC=CC=C2)=O)O[C@@H]([C@H]1OC(C1=CC=CC=C1)=O)COC(C1=CC=CC=C1)=O (2-O-methyl-1,3,5-tri-O-benzoyl-α-D-ribose), FC(S(=O)(=O)O[Si](C)(C)C)(F)F (trimethylsilyl trifluoromethanesulfonate). The solvent is C(C)#N (acetonitrile). Conditions: time 1.5 hour. The product is ClC1=NC(N(C=C1)[C@H]1[C@H](OC)[C@H](OC(C2=CC=CC=C2)=O)[C@H](O1)COC(C1=CC=CC=C1)=O)=O (4-Chloro-1-(2-O-methyl-3,5-di-O-benzoyl-β-D-ribofuranosyl)-pyrimidin-2-one). Isolated yield 90.9%. RXN SMILES: [Cl:1][C:2]1[CH:7]=[CH:6][N:5]=[C:4]([O:8]CC[Si](C)(C)C)[N:3]=1.[CH3:15][O:16][C@@H:17]1[C@H:30]([O:31][C:32](=[O:39])[C:33]2[CH:38]=[CH:37][CH:36]=[CH:35][CH:34]=2)[C@@H:29]([CH2:40][O:41][C:42](=[O:49])[C:43]2[CH:48]=[CH:47][CH:46]=[CH:45][CH:44]=2)[O:28][C@@H:18]1OC(=O)C1C=CC=CC=1.FC(F)(F)S(O[Si](C)(C)C)(=O)=O>C(#N)C>[Cl:1][C:2]1[CH:7]=[CH:6][N:5]([C@@H:18]2[O:28][C@H:29]([CH2:40][O:41][C:42](=[O:49])[C:43]3[CH:48]=[CH:47][CH:46]=[CH:45][CH:44]=3)[C@@H:30]([O:31][C:32](=[O:39])[C:33]3[CH:34]=[CH:35][CH:36]=[CH:37][CH:38]=3)[C@H:17]2[O:16][CH3:15])[C:4](=[O:8])[N:3]=1. Procedure: 4-Chloro-2-trimethylsilylethoxy-pyrimidine (3.5 g, 15.2 mmole) and 2-O-methyl-1,3,5-tri-O-benzoyl-α-D-ribose (7.0 g, 15.2 mmole) were dissolved in acetonitrile (100 ml). This solution was treated with trimethylsilyl trifluoromethanesulfonate (2.8 g, 15.2 mmole) and stirred for 1.5 hours. The reaction mixture was concentrated to an oil and redissolved in 300 ml CH2Cl2. The CH2Cl2 solution was washed with cold concentrated sodium bicarbonate, dried over magnesium sulfate, filtered, and evaporated ... Reactants: C(C)OC(=O)C1CNCC1 (pyrrolidine-3-carboxylic acid ethyl ester), Cl.ClC1=C(C=C(C=C1)[C@@H](C(F)(F)F)N)C ((5)-1-(4-chloro-3-methyl-phenyl)-2,2,2-trifluoro-ethylamine hydrochloride), [Li+].[OH-] (LiOH). Product: ClC1=C(CN2CC(CC2)C(=O)O)C=C(C=C1)N[C@H](C(F)(F)F)C1=CC(=C(C=C1)Cl)C (1-{2-Chloro-5-[(S)-1-(4-chloro-3-methyl-phenyl)-2,2,2-trifluoro-ethylamino]-benzyl}-pyrrolidine-3-carboxylic acid). As a reaction SMILES: C([O:3][C:4]([CH:6]1[CH2:10][CH2:9][NH:8][CH2:7]1)=[O:5])C.[ClH:11].[Cl:12][C:13]1[CH:18]=[CH:17][C:16]([C@H:19]([NH2:24])[C:20]([F:23])([F:22])[F:21])=[CH:15][C:14]=1[CH3:25].[Li+].[OH-]>>[Cl:11][C:13]1[CH:18]=[CH:17][C:16]([NH:24][C@@H:19]([C:16]2[CH:17]=[CH:18][C:13]([Cl:12])=[C:14]([CH3:25])[CH:15]=2)[C:20]([F:22])([F:23])[F:21])=[CH:15][C:14]=1[CH2:25][N:8]1[CH2:9][CH2:10][CH:6]([C:4]([OH:3])=[O:5])[CH2:7]1 |f:1.2,3.4|. Procedure details: The title compound was prepared according to Scheme 4 following a procedure analogous to Example 61 using pyrrolidine-3-carboxylic acid ethyl ester in step 1 and (5)-1-(4-chloro-3-methyl-phenyl)-2,2,2-trifluoro-ethylamine hydrochloride in step 2, followed by a LiOH-mediated ester cleavage. Reactants: O=C([O-])O, CCOC(=O)C(Cc1ccc(C(F)(F)F)cc1)C(O)c1ccc(Cl)nc1, CO, Cl, [Na+], [Na+], [OH-]. Yields the product O=C(O)C(Cc1ccc(C(F)(F)F)cc1)C(O)c1ccc(Cl)nc1. As a reaction SMILES: [C:30](=[O:31])([O-:32])[OH:33].[CH2:1]([CH3:2])[O:3][C:4]([CH:5]([CH:6]([OH:7])[c:8]1[cH:9][n:10][c:11]([Cl:14])[cH:12][cH:13]1)[CH2:15][c:16]1[cH:17][cH:18][c:19]([C:22]([F:23])([F:24])[F:25])[cH:20][cH:21]1)=[O:26].[CH3:35][OH:36].[ClH:29].[Na+:28].[Na+:34].[OH-:27]>>[O:3]=[C:4]([CH:5]([CH:6]([OH:7])[c:8]1[cH:9][n:10][c:11]([Cl:14])[cH:12][cH:13]1)[CH2:15][c:16]1[cH:17][cH:18][c:19]([C:22]([F:23])([F:24])[F:25])[cH:20][cH:21]1)[OH:26].